Dataset: the Open Reaction Database (ORD), a public repository of structured organic reaction records. Task: describe an organic reaction: reactants, conditions, products, and yield Starting materials: NC1=C(C=C(OC2=CC=NC=3C2=NC=C(N3)N(C)C)C=C1)F (8-(4-amino-3-fluorophenoxy)-N,N-dimethylpyrido[3,2-b]pyrazin-3-amine), C(C)(C)(C)C1=NN(C(=C1)N=C=O)C1=CC=CC=C1 (3-tert-butyl-5-isocyanato-1-phenyl-1H-pyrazole). Yields the product C(C)(C)(C)C1=NN(C(=C1)NC(=O)NC1=C(C=C(C=C1)OC1=CC=NC=2C1=NC=C(N2)N(C)C)F)C2=CC=CC=C2 (1-(3-Tert-butyl-1-phenyl-1H-pyrazol-5-yl)-3-(4-(3-(dimethylamino)pyrido[3,2-b]pyrazin-8-yloxy)-2-fluorophenyl)urea). As a reaction SMILES: [NH2:1][C:2]1[CH:21]=[CH:20][C:5]([O:6][C:7]2[C:12]3=[N:13][CH:14]=[C:15]([N:17]([CH3:19])[CH3:18])[N:16]=[C:11]3[N:10]=[CH:9][CH:8]=2)=[CH:4][C:3]=1[F:22].[C:23]([C:27]1[CH:31]=[C:30]([N:32]=[C:33]=[O:34])[N:29]([C:35]2[CH:40]=[CH:39][CH:38]=[CH:37][CH:36]=2)[N:28]=1)([CH3:26])([CH3:25])[CH3:24]>>[C:23]([C:27]1[CH:31]=[C:30]([NH:32][C:33]([NH:1][C:2]2[CH:21]=[CH:20][C:5]([O:6][C:7]3[C:12]4=[N:13][CH:14]=[C:15]([N:17]([CH3:18])[CH3:19])[N:16]=[C:11]4[N:10]=[CH:9][CH:8]=3)=[CH:4][C:3]=2[F:22])=[O:34])[N:29]([C:35]2[CH:40]=[CH:39][CH:38]=[CH:37][CH:36]=2)[N:28]=1)([CH3:26])([CH3:24])[CH3:25]. Reported procedure: Method F2 was used with 8-(4-amino-3-fluorophenoxy)-N,N-dimethylpyrido[3,2-b]pyrazin-3-amine and 3-tert-butyl-5-isocyanato-1-phenyl-1H-pyrazole to give the product as a light yellow solid. Yield: 65 mg (90%). The reactants are C(C)(C)(C)OC(=O)N[C@H](C(=O)N[C@H](C(=O)O)CC1=CC(=C(C=C1)OCC(=O)OC)C(=O)OC)CC1=CC=CC=C1 ((2S)-2-({(2S)-2-[(tert-butoxycarbonyl)amino]-3-phenylpropanoyl}amino)-3-[3-(methoxycarbonyl)-4-(2-methoxy-2-oxoethoxy)phenyl]propanoic acid), Cl.C(C1=CC=CC=C1)SCCN (2-(benzylsulfanyl)-1-ethanamine hydrochloride). Product: C(C1=CC=CC=C1)SCCNC([C@H](CC=1C=CC(=C(C(=O)O)C1)C(=O)OC)NC([C@H](CC1=CC=CC=C1)NC(=O)OC(C)(C)C)=O)=O (5-[(2S)-3-{[2-(Benzylsulfanyl)ethyl]amino}-2-({(2S)-2-[(tert-butoxycarbonyl)amino]-3-phenylpropanoyl}amino)-3-oxopropyl]-2-(carbomethoxy)benzoic Acid). The yield is 25.1%. Reaction SMILES: [C:1]([O:5][C:6]([NH:8][C@@H:9]([CH2:34][C:35]1[CH:40]=[CH:39][CH:38]=[CH:37][CH:36]=1)[C:10]([NH:12][C@@H:13]([CH2:17][C:18]1[CH:23]=[CH:22][C:21](OCC(OC)=O)=[C:20]([C:30]([O:32]C)=[O:31])[CH:19]=1)[C:14](O)=[O:15])=[O:11])=[O:7])([CH3:4])([CH3:3])[CH3:2].Cl.[CH2:42]([S:49][CH2:50][CH2:51][NH2:52])[C:43]1[CH:48]=[CH:47][CH:46]=[CH:45][CH:44]=1>>[CH2:42]([S:49][CH2:50][CH2:51][NH:52][C:14](=[O:15])[C@@H:13]([NH:12][C:10](=[O:11])[C@@H:9]([NH:8][C:6]([O:5][C:1]([CH3:4])([CH3:3])[CH3:2])=[O:7])[CH2:34][C:35]1[CH:40]=[CH:39][CH:38]=[CH:37][CH:36]=1)[CH2:17][C:18]1[CH:23]=[CH:22][C:21]([C:6]([O:5][CH3:1])=[O:7])=[C:20]([CH:19]=1)[C:30]([OH:32])=[O:31])[C:43]1[CH:48]=[CH:47][CH:46]=[CH:45][CH:44]=1 |f:1.2|. Procedure details: Synthesis was performed from (2S)-2-({(2S)-2-[(tert-butoxycarbonyl)amino]-3-phenylpropanoyl}amino)-3-[3-(methoxycarbonyl)-4-(2-methoxy-2-oxoethoxy)phenyl]propanoic acid (100 mg, 0.18 mmol) and 2-(benzylsulfanyl)-1-ethanamine hydrochloride (44 mg, 0.22 mmol) according to Method C with HPLC purification to give the title compound (15 mg). 1H-NMR (400 MHz, CD3OD) d 7.76 (s, 1H), 6.97 (d, J=8.6 Hz, 1H), 4.77 (s, 2H), 4.51 (m, 1H), 4.24 (dd, J=5.1 Hz, J=9.3 Hz, 1H), 3.71 (s, 2H), 3.19 (m, 1H), 2.74 (...